This data is from the Open Reaction Database (ORD), a public repository of structured organic reaction records. The task is: describe an organic reaction: reactants, conditions, products, and yield Reactants: ClC=1C=C(C=CC1)B1OC(C)(C)C(C)(C)O1 (3-chlorophenylboronic acid pinacol ester), C([O-])([O-])=O.[Cs+].[Cs+] (cesium carbonate), COC(=O)C=1C=NC=C(C1)Br (methyl-5-bromo-pyridine-3-carboxylate), C(OC)COC (dimethoxyethane). Reagents/catalysts: C=1C=CC(=CC1)[P](C=2C=CC=CC2)(C=3C=CC=CC3)[Pd]([P](C=4C=CC=CC4)(C=5C=CC=CC5)C=6C=CC=CC6)([P](C=7C=CC=CC7)(C=8C=CC=CC8)C=9C=CC=CC9)[P](C=1C=CC=CC1)(C=1C=CC=CC1)C=1C=CC=CC1 (Pd(PPh3)4). Product: COC(=O)C1=NC(=CC=C1)C1=CC(=CC=C1)Cl (6-(3-Chloro-phenyl)-pyridine-2-carboxylic acid methyl ester). Isolated yield 83.0%. As a reaction SMILES: [Cl:1][C:2]1[CH:3]=[C:4](B2OC(C)(C)C(C)(C)O2)[CH:5]=[CH:6][CH:7]=1.[C:17](=[O:20])([O-])[O-:18].[Cs+].[Cs+].COC([C:27]1[CH:28]=[N:29][CH:30]=[C:31](Br)[CH:32]=1)=O.[CH2:34](COC)OC>C1C=CC([P]([Pd]([P](C2C=CC=CC=2)(C2C=CC=CC=2)C2C=CC=CC=2)([P](C2C=CC=CC=2)(C2C=CC=CC=2)C2C=CC=CC=2)[P](C2C=CC=CC=2)(C2C=CC=CC=2)C2C=CC=CC=2)(C2C=CC=CC=2)C2C=CC=CC=2)=CC=1>[CH3:34][O:18][C:17]([C:28]1[CH:27]=[CH:32][CH:31]=[C:30]([C:4]2[CH:5]=[CH:6][CH:7]=[C:2]([Cl:1])[CH:3]=2)[N:29]=1)=[O:20] |f:1.2.3,^1:43,45,64,83|. Procedure: 104 mg (0.09 mmol)Pd(PPh3)4, 1.5 g (6.29 mmol) of 3-chlorophenylboronic acid pinacol ester 2.86 ml (8.58 mmol) and 3M cesium carbonate solution were added under argon at room temperature to a solution of 1.24 g (5.72 mmol) methyl-5-bromo-pyridine-3-carboxylate in 45 ml dimethoxyethane and the mixture was heated to reflux for 30 min. The reaction mixture was cooled to room temperature and evaporated. The residue was taken up with ethyl acetate, washed with water, dried over sodium sulphate and ev... The reactants are C[Si](C)(C)[N-][Si](C)(C)C.[Na+] (NaHMDS), C1CCOC1 (THF), O=C1CCC2=CC(=CC=C12)C#N (1-Oxoindane-5-carbonitrile), C1CCOC1 (THF), C1CCOC1 (THF). Run at temperature 0 celsius, time 1 hour. The product is COC=C1CCC2=CC(=CC=C12)C#N (1-(Methoxymethylene)indane-5-carbonitrile). RXN SMILES: C[Si]([N-][Si](C)(C)C)(C)C.[Na+].O=[C:12]1[C:20]2[C:15](=[CH:16][C:17]([C:21]#[N:22])=[CH:18][CH:19]=2)[CH2:14][CH2:13]1.C1[CH2:27][O:26][CH2:25]C1>>[CH3:25][O:26][CH:27]=[C:12]1[C:20]2[C:15](=[CH:16][C:17]([C:21]#[N:22])=[CH:18][CH:19]=2)[CH2:14][CH2:13]1 |f:0.1|. Reported procedure: To a mixture of CH3OCH2PPh3I (8.9 g, 26 mmol) in THF (80 mL) was added a solution of NaHMDS in THF (2.0M, 13 mL, 26 mmol)) at 0° C. The mixture was stirred 1 hour at 0° C. Then a solution of 1-Oxoindane-5-carbonitrile (2.0 g, 13 mmol) in THF (10 mL) was added. The mixture was stirred for 2 hours at 0° C. The reaction was quenched with water and extracted with EtOAc. The combined organic phase was washed with brine, dried over anhydrous Na2SO4 and concentrated. The residue was purified by silica ... Reactants: BrC=1C(=NC(=NC1)Cl)N (5-Bromo-2-chloro-pyrimidin-4-ylamine), C(C)OC=CC (1-ethoxy-propene), COCCOC.C1(=CC=CC=C1)C.O.CCO (DME toluene H2O EtOH). The reagents and catalysts are [N+](CC)(CC)(CC)CC.[Cl-] (Et4NCl), Cl[Pd]([P](C1=CC=CC=C1)(C2=CC=CC=C2)C3=CC=CC=C3)([P](C4=CC=CC=C4)(C5=CC=CC=C5)C6=CC=CC=C6)Cl (Pd(PPh3)2Cl2). The solvent is O (water). The product is ClC1=NC=C(C(=N1)N)C=COCC (2-Chloro-5-(2-ethoxy-vinyl)-pyrimidin-4-ylamine). Reaction SMILES: Br[C:2]1[C:3]([NH2:9])=[N:4][C:5]([Cl:8])=[N:6][CH:7]=1.[CH2:10]([O:12][CH:13]=[CH:14]C)[CH3:11].COCCOC.C1(C)C=CC=CC=1.O.CCO>[N+](CC)(CC)(CC)CC.[Cl-].O.Cl[Pd](Cl)([P](C1C=CC=CC=1)(C1C=CC=CC=1)C1C=CC=CC=1)[P](C1C=CC=CC=1)(C1C=CC=CC=1)C1C=CC=CC=1>[Cl:8][C:5]1[N:4]=[C:3]([NH2:9])[C:2]([CH:11]=[CH:10][O:12][CH2:13][CH3:14])=[CH:7][N:6]=1 |f:2.3.4.5,6.7,^1:46,65|. Reported procedure: 5-Bromo-2-chloro-pyrimidin-4-ylamine (88.0 g, 0.43 mol), 1-ethoxy-propene (220 g, 0.49 mol), Pd(PPh3)2Cl2 (35.0 g, 0.05 mol) and Et4NCl (67.0 g, 0.40 mol) are suspended in solvent (750 mL, DME/toluene/H2O/EtOH 10:1:3:6) under nitrogen. The reaction mixture is heated to reflux for 24 h, cooled to rt, and then diluted with water. The aqueous layer is extracted with EtOAc (3×). The combined organic layers are dried over MgSO4, filtered, and concentrated under reduced pressure. The residue is purifi...